From a dataset of the Open Reaction Database (ORD), a public repository of structured organic reaction records. describe an organic reaction: reactants, conditions, products, and yield Reactants: [Li]CCCC (nBuLi), FC(OC1=CC=C(C=C1)C1=CN=CO1)(F)F (5-(4-(trifluoromethoxy)phenyl)oxazole), ClC(C(Cl)(Cl)Cl)(Cl)Cl (hexachloroethane). The solvent is C1CCOC1 (THF). Conditions: temperature -78 celsius, time 15 minute. The product is ClC=1OC(=CN1)C1=CC=C(C=C1)OC(F)(F)F (2-chloro-5-(4-(trifluoromethoxy)phenyl)oxazole). The yield is 49.8%. RXN SMILES: [F:1][C:2]([F:16])([F:15])[O:3][C:4]1[CH:9]=[CH:8][C:7]([C:10]2[O:14][CH:13]=[N:12][CH:11]=2)=[CH:6][CH:5]=1.[Li]CCCC.[Cl:22]C(Cl)(Cl)C(Cl)(Cl)Cl>C1COCC1>[Cl:22][C:13]1[O:14][C:10]([C:7]2[CH:8]=[CH:9][C:4]([O:3][C:2]([F:1])([F:15])[F:16])=[CH:5][CH:6]=2)=[CH:11][N:12]=1. Reported procedure: To a round bottom flask was added 5-(4-(trifluoromethoxy)phenyl)oxazole (3.49 g, 15.23 mmol) and THF (15 mL). The reaction was cooled to −78° C. Then 2.5 M nBuLi (6.70 mL, 16.75 mmol) was added to the reaction at −78° C. The reaction turned to deep red color. After 15 min, hexachloroethane (2.59 mL, 22.84 mmol) was added at −78° C. The reaction was slowly warmed to rt over 2 hrs. The reaction was then poured onto ice and extracted with EtOAc (2×30 ml). The combined EtOAc layers were washed with ... Starting materials: COC1=C(C=CC=C1)C=1C2=C(N(N1)C)C=CS2 (3-(2-methoxyphenyl)-1-methyl-1H-thieno[3,2-c]pyrazole), stock solution, B(Br)(Br)Br (BBr3). Solvent: ClCCl (dichloromethane), ClCCl (dichloromethane). Run at time 2 hour. Yields the product OC1=C(C=CC=C1)C=1C2=C(N(N1)C)C=CS2 (3-(2-Hydroxyphenyl)-1-methyl-1H-thieno[3,2-c]pyrazole). The yield is 87.9%. Reaction SMILES: C[O:2][C:3]1[CH:8]=[CH:7][CH:6]=[CH:5][C:4]=1[C:9]1[C:10]2[S:17][CH:16]=[CH:15][C:11]=2[N:12]([CH3:14])[N:13]=1.B(Br)(Br)Br>ClCCl>[OH:2][C:3]1[CH:8]=[CH:7][CH:6]=[CH:5][C:4]=1[C:9]1[C:10]2[S:17][CH:16]=[CH:15][C:11]=2[N:12]([CH3:14])[N:13]=1. Procedure: To a solution of 3-(2-methoxyphenyl)-1-methyl-1H-thieno[3,2-c]pyrazole (4.2 g) in 30 ml of dichloromethane was added dropwise 24 ml of a stock solution of BBr3 in dichloromethane. The mixture warmed up spontaneously and a precipitate began to deposit. After stirring at ambient temperature for 2 hours, the reaction mixture was quenched with 50 ml of 1N hydrochloric acid. Stirring was continued overnight whereupon the mixture became almost clear. The organic layer was diluted with ether, the phase... Reactants: NC1=CC=C(C=C1)C=1C(CC(NN1)=O)C (6-(p-aminophenyl)-4,5-dihydro-5-methyl-3(2H)-pyridazinone), C1(CC1)C(=O)Cl (cyclopropanecarboxylic acid chloride). Solvent: C1(=CC=CC=C1)C (toluene). The product is C1(CC1)C(=O)NC1=CC=C(C=C1)C=1C(CC(NN1)=O)C (6-(p-cyclopropylcarbonylaminophenyl)-4,5-dihydro-5-methyl-3(2H)-pyridazinone). Isolated yield 85.0%. Reaction SMILES: [NH2:1][C:2]1[CH:7]=[CH:6][C:5]([C:8]2[CH:9]([CH3:15])[CH2:10][C:11](=[O:14])[NH:12][N:13]=2)=[CH:4][CH:3]=1.[CH:16]1([C:19](Cl)=[O:20])[CH2:18][CH2:17]1>C1(C)C=CC=CC=1>[CH:16]1([C:19]([NH:1][C:2]2[CH:7]=[CH:6][C:5]([C:8]3[CH:9]([CH3:15])[CH2:10][C:11](=[O:14])[NH:12][N:13]=3)=[CH:4][CH:3]=2)=[O:20])[CH2:18][CH2:17]1. Reported procedure: 6.0 g (29.5 millimoles) of 6-(p-aminophenyl)-4,5-dihydro-5-methyl-3(2H)-pyridazinone, 3.4 g (32.5 millimoles) of cyclopropanecarboxylic acid chloride and 100 ml of absolute toluene are kept for 6 hours at 80° C. The product is filtered off at 10° C., washed first with toluene and then with water, and recrystallized from dimethylformamide/water. 6.8 g (85% of theory) of 6-(p-cyclopropylcarbonylaminophenyl)-4,5-dihydro-5-methyl-3(2H)-pyridazinone are obtained as beige crystals, of melting point 26... The reactants are FC=1C=C(C=O)C=C(C1)I (3-Fluoro-5-iodobenzaldehyde), C(CC(=O)[O-])(=O)OC (monomethyl malonate), N1CCCC1 (pyrrolidine). Run in N1=CC=CC=C1 (pyridine). The product is COC(C=CC1=CC(=CC(=C1)I)F)=O (3-Fluoro-5-iodocinnamic Acid Methyl Ester). As a reaction SMILES: [F:1][C:2]1[CH:3]=[C:4]([CH:7]=[C:8]([I:10])[CH:9]=1)[CH:5]=O.[C:11]([O:17][CH3:18])(=[O:16])[CH2:12]C([O-])=O.N1CCCC1>N1C=CC=CC=1>[CH3:18][O:17][C:11](=[O:16])[CH:12]=[CH:5][C:4]1[CH:7]=[C:8]([I:10])[CH:9]=[C:2]([F:1])[CH:3]=1. Procedure: 3-Fluoro-5-iodobenzaldehyde, monomethyl malonate, and a catalytic amount of pyrrolidine are heated in pyridine. After cooling, the solvent is distilled off in vacuo. 2N HCl and ethyl acetate are added to the residue, and the phases are separated. The organic layer is washed with brine and dried over Na2SO4. After evaporation, the residue is purified by CC on silica gel with EtOAc/hexane. Evaporation of appropriate fractions yields the title compound. Starting materials: O=S1(CCN(CC2=C1C=CC=C2)C2=NC1=CC=C(C=C1C(=C2)NC(CC(C(F)(F)F)N2C(C1=CC=CC=C1C2=O)=O)=O)C)=O (N-[2-(1,1-dioxido-2,3-dihydro-1,4-benzothiazepin-4(5H)-yl)-6-methylquinolin-4-yl]-3-(1,3-dioxo-1,3-dihydro-2H-isoindol-2-yl)-4,4,4-trifluorobutanamide), CN (methylamine). Run in C(C)O (ethanol). Conditions: temperature 90 celsius. Yields the product NC(CC(=O)NC1=CC(=NC2=CC=C(C=C12)C)N1CCS(C2=C(C1)C=CC=C2)(=O)=O)C(F)(F)F (3-Amino-N-[2-(1,1-dioxido-2,3-dihydro-1,4-benzothiazepin-4(5H)-yl)-6-methylquinolin-4-yl]-4,4,4-trifluorobutanamide). The yield is 76.1%. Reaction SMILES: [O:1]=[S:2]1(=[O:44])[C:8]2[CH:9]=[CH:10][CH:11]=[CH:12][C:7]=2[CH2:6][N:5]([C:13]2[CH:22]=[C:21]([NH:23][C:24](=[O:42])[CH2:25][CH:26]([N:31]3C(=O)C4C(=CC=CC=4)C3=O)[C:27]([F:30])([F:29])[F:28])[C:20]3[C:15](=[CH:16][CH:17]=[C:18]([CH3:43])[CH:19]=3)[N:14]=2)[CH2:4][CH2:3]1.CN>C(O)C>[NH2:31][CH:26]([C:27]([F:28])([F:29])[F:30])[CH2:25][C:24]([NH:23][C:21]1[C:20]2[C:15](=[CH:16][CH:17]=[C:18]([CH3:43])[CH:19]=2)[N:14]=[C:13]([N:5]2[CH2:6][C:7]3[CH:12]=[CH:11][CH:10]=[CH:9][C:8]=3[S:2](=[O:44])(=[O:1])[CH2:3][CH2:4]2)[CH:22]=1)=[O:42]. Procedure details: To a solution of N-[2-(1,1-dioxido-2,3-dihydro-1,4-benzothiazepin-4(5H)-yl)-6-methylquinolin-4-yl]-3-(1,3-dioxo-1,3-dihydro-2H-isoindol-2-yl)-4,4,4-trifluorobutanamide (25 mg, 0.04 mmol) in ethanol (3 mL) was added a solution of methylamine (30% in ethanol, 0.3 mL). The resulting mixture was heated at 90° C. for 2 hours. After being cooled to room temperature, the mixture was concentrated in vacuo. The residue was purified by flash chromatography (eluting with 50% ethyl acetate in hexanes) to af... Starting materials: COC(=O)C1=CC=C2C=C(NC2=C1)C1=C(C=C(C=C1Cl)N1CCOCC1)Cl (2-(2,6-dichloro-4-morpholin-4-yl-phenyl)-1H-indole-6-carboxylic acid methyl ester), C[Al](C)C.N1=C(C=CC2=CC=CC=C12)N (AlMe3 quinolin-2-ylamine), solution, C[Al](C)C (AlMe3), N1=C(C=CC2=CC=CC=C12)N (quinolin-2-ylamine). The solvent is C1(=CC=CC=C1)C (toluene), C1(=CC=CC=C1)C (toluene), C1(=CC=CC=C1)C (toluene). Conditions: time 50 minute. Product: N1=C(C=CC2=CC=CC=C12)NC(=O)C1=CC=C2C=C(NC2=C1)C1=C(C=C(C=C1Cl)N1CCOCC1)Cl (2-(2,6-dichloro-4-morpholin-4-yl-phenyl)-1H-indole-6-carboxylic acid quinolin-2-ylamide). Reaction SMILES: C[Al](C)C.[N:5]1[C:14]2[C:9](=[CH:10][CH:11]=[CH:12][CH:13]=2)[CH:8]=[CH:7][C:6]=1[NH2:15].C[O:17][C:18]([C:20]1[CH:28]=[C:27]2[C:23]([CH:24]=[C:25]([C:29]3[C:34]([Cl:35])=[CH:33][C:32]([N:36]4[CH2:41][CH2:40][O:39][CH2:38][CH2:37]4)=[CH:31][C:30]=3[Cl:42])[NH:26]2)=[CH:22][CH:21]=1)=O.C[Al](C)C.N1C2C(=CC=CC=2)C=CC=1N>C1(C)C=CC=CC=1>[N:5]1[C:14]2[C:9](=[CH:10][CH:11]=[CH:12][CH:13]=2)[CH:8]=[CH:7][C:6]=1[NH:15][C:18]([C:20]1[CH:28]=[C:27]2[C:23]([CH:24]=[C:25]([C:29]3[C:30]([Cl:42])=[CH:31][C:32]([N:36]4[CH2:41][CH2:40][O:39][CH2:38][CH2:37]4)=[CH:33][C:34]=3[Cl:35])[NH:26]2)=[CH:22][CH:21]=1)=[O:17] |f:3.4|. Procedure: A 2 M solution of AlMe3 in toluene (0.74 mL, 1.48 mmol) was added to a flask charged with dry toluene (6 mL) at 0° C. under N2. In one proportion quinolin-2-ylamine (0.213 g, 1.48 mmol) was added and the mixture was allow to stir for 50 min. The reaction was allowed to warm to ambient temperature over 15 min then a suspension of 2-(2,6-dichloro-4-morpholin-4-yl-phenyl)-1H-indole-6-carboxylic acid methyl ester (0.500 g, 1.23 mmol) in toluene was slowly added to the mixture at 0° C. Upon completin... Starting materials: Nc1ccc(Oc2cc(-n3c(=O)cc(C(F)(F)F)[nH]c3=O)c(F)cc2Cl)cc1, O=N[O-], NC(N)=O, [Na+], O, O=S(=O)(O)O. Yields the product O=c1cc(C(F)(F)F)[nH]c(=O)n1-c1cc(Oc2ccc(O)cc2)c(Cl)cc1F. As a reaction SMILES: [Cl:1][c:2]1[cH:3][c:4]([F:28])[c:5](-[n:16]2[c:17](=[O:27])[nH:18][c:19]([C:23]([F:24])([F:25])[F:26])[cH:20][c:21]2=[O:22])[cH:6][c:7]1[O:8][c:9]1[cH:10][cH:11][c:12]([NH2:15])[cH:13][cH:14]1.[N:34]([O-:35])=[O:36].[NH2:38][C:39](=[O:40])[NH2:41].[Na+:37].[OH2:42].[S:29]([OH:30])(=[O:31])(=[O:32])[OH:33]>>[Cl:1][c:2]1[cH:3][c:4]([F:28])[c:5](-[n:16]2[c:17](=[O:27])[nH:18][c:19]([C:23]([F:24])([F:25])[F:26])[cH:20][c:21]2=[O:22])[cH:6][c:7]1[O:8][c:9]1[cH:10][cH:11][c:12]([OH:30])[cH:13][cH:14]1.